Dataset: the Open Reaction Database (ORD), a public repository of structured organic reaction records. Task: describe an organic reaction: reactants, conditions, products, and yield The reactants are FC1=CC=C(C=C1)C=1C2=C(N=C(N1)C(C)C)CCN(C2)C(C)=O (1-[4-(4-fluoro-phenyl)-2-isopropyl-7,8-dihydro-5H-pyrido[4,3-d]pyrimidin-6-yl]-ethanone). Run in Cl (HCl). Product: FC1=CC=C(C=C1)C=1C2=C(N=C(N1)C(C)C)CCNC2 (4-(4-fluoro-phenyl)-2-isopropyl-5,6,7,8-tetrahydro-pyrido[4,3-d]pyrimidine). RXN SMILES: [F:1][C:2]1[CH:7]=[CH:6][C:5]([C:8]2[C:9]3[CH2:20][N:19](C(=O)C)[CH2:18][CH2:17][C:10]=3[N:11]=[C:12]([CH:14]([CH3:16])[CH3:15])[N:13]=2)=[CH:4][CH:3]=1>Cl>[F:1][C:2]1[CH:7]=[CH:6][C:5]([C:8]2[C:9]3[CH2:20][NH:19][CH2:18][CH2:17][C:10]=3[N:11]=[C:12]([CH:14]([CH3:16])[CH3:15])[N:13]=2)=[CH:4][CH:3]=1. Procedure details: A mixture of crude 1-[4-(4-fluoro-phenyl)-2-isopropyl-7,8-dihydro-5H-pyrido[4,3-d]pyrimidin-6-yl]-ethanone in 10% aq. HCl (800 mL) was heated at reflux for 2 h and then cooled to rt. The aqueous solution was washed with EtOAc (400 mL) and then was basified with NaOH pellets (˜120 g) to pH>12. The basic solution was extracted with CH2Cl2 (2×500 mL). The combined organic layers were washed with 1 N NaOH (400 mL), dried (MgSO4), and concentrated to give the crude product (100 g), which was used in ... The reactants are CCOC(=O)C (EtOAc), N (ammonia), CC=1C=C(C=C(C1)C)S(=O)(=O)C1=C(C#N)C(=CC=C1)F (2-[(3,5-dimethylphenyl)sulfonyl]-6-fluorobenzonitrile). The solvent is CO (methanol). Reaction conditions: temperature -78 celsius, time 24 hour. Product: NC1=C(C#N)C(=CC=C1)S(=O)(=O)C1=CC(=CC(=C1)C)C (2-amino-6-[(3,5-dimethylphenyl)sulfonyl]benzonitrile). Isolated yield 57.5%. Reaction SMILES: [CH3:1][C:2]1[CH:3]=[C:4]([S:9]([C:12]2[CH:19]=[CH:18][CH:17]=[C:16](F)[C:13]=2[C:14]#[N:15])(=[O:11])=[O:10])[CH:5]=[C:6]([CH3:8])[CH:7]=1.[NH3:21].CCOC(C)=O>CO>[NH2:21][C:16]1[CH:17]=[CH:18][CH:19]=[C:12]([S:9]([C:4]2[CH:3]=[C:2]([CH3:1])[CH:7]=[C:6]([CH3:8])[CH:5]=2)(=[O:11])=[O:10])[C:13]=1[C:14]#[N:15]. Reported procedure: 2-[(3,5-Dimethylphenyl)sulfonyl]-6-fluorobenzonitrile (Example 20) (0.5 g 1.7 mmol) was dissolved in 80 ml of methanol and chilled to -78° C. Condensed ammonia (20 ml, 15.4 g, 905 mmol) was added and the mixture was heated to150° C. in a sealed Parr bomb for 24 h. Chromatography on silica gel (flash; Hex/EtOAc 1:1) provided 0.28 g (56%) of 2-amino-6-[(3,5-dimethylphenyl)sulfonyl]benzonitrile: mp 208°-209° C.;; NMR (Me2SO-d6, 200 MHz) δ 2.36 (s, 6H), 6.59 (br s, 2H), 7.10 (apparent d, 1H), 7.3-7.... Starting materials: ClC1=C(C(=C(C(=O)OC)C=C1)SC)CSCC (methyl 4-chloro-3-ethylsulphenylmethyl-2-methylsulphenylbenzoate), C1(CC1)C(=O)C (methyl cyclopropyl ketone), [H-].[Na+] (sodium hydride). Reagents/catalysts: CO (Methanol). Solvent: O1CCCC1 (tetrahydrofuran), O1CCCC1 (tetrahydrofuran). Reaction conditions: time 8 hour. Product: ClC1=C(C(=C(C(=O)O)C=C1)SC)CSCC (4-chloro-3-ethylsulphenylmethyl-2-methylsulphenylbenzoic acid). Yield: 78.8%. RXN SMILES: [H-].[Na+].[Cl:3][C:4]1[CH:13]=[CH:12][C:7]([C:8]([O:10]C)=[O:9])=[C:6]([S:14][CH3:15])[C:5]=1[CH2:16][S:17][CH2:18][CH3:19].C1(C(C)=O)CC1>CO.O1CCCC1>[Cl:3][C:4]1[CH:13]=[CH:12][C:7]([C:8]([OH:10])=[O:9])=[C:6]([S:14][CH3:15])[C:5]=1[CH2:16][S:17][CH2:18][CH3:19] |f:0.1|. Procedure details: Methanol (2 drops) was added to a mixture of sodium hydride (0.9 g) and tetrahydrofuran heated under reflux conditions. A mixture of methyl 4-chloro-3-ethylsulphenylmethyl-2-methylsulphenylbenzoate (4.0 g) and methyl cyclopropyl ketone (2.5 g) in tetrahydrofuran (36 ml) was added during 0.5 hours whilst maintaining at reflux. The mixture was stirred overnight at ambient temperature, and then quenched with methanol. Ether and water were added and the aqueous layer acidified (dilute hydrochloric a... The reactants are C(C)(=O)OCC (Ethyl acetate), BrCC(=O)CBr.C(C1=CC=CC=C1)OC(=O)N[C@@H](CC1=CC=CC=C1)C(=O)N[C@@H](C)C(=O)O (N-Benzyloxycarbonyl-L-phenylalanyl-L-alanine bromomethyl ketone), CC1=C(C(=CC=C1)C)O (2,6-dimethylphenol), CN(C)C=O (DMF), [I-].[K+] (potassium iodide). Reaction conditions: time 8 hour. Yields the product CC1=C(OCC(=O)COC2=C(C=CC=C2C)C)C(=CC=C1)C.C(C1=CC=CC=C1)OC(=O)N[C@@H](CC1=CC=CC=C1)C(=O)N[C@@H](C)C(=O)O (N-Benzyloxycarbonyl-L-phenylalanyl-L-alanine 2,6-dimethylphenoxymethyl Ketone). The yield is 49.0%. As a reaction SMILES: Br[CH2:2][C:3]([CH2:5]Br)=[O:4].[CH2:7]([O:14][C:15]([NH:17][C@H:18]([C:26]([NH:28][C@H:29]([C:31]([OH:33])=[O:32])[CH3:30])=[O:27])[CH2:19][C:20]1[CH:25]=[CH:24][CH:23]=[CH:22][CH:21]=1)=[O:16])[C:8]1[CH:13]=[CH:12][CH:11]=[CH:10][CH:9]=1.[CH3:34][C:35]1[CH:40]=[CH:39][CH:38]=[C:37]([CH3:41])[C:36]=1[OH:42].[I-].[K+].C(OCC)(=O)C.CN([CH:54]=[O:55])C>>[CH3:34][C:35]1[CH:40]=[CH:39][CH:38]=[C:37]([CH3:41])[C:36]=1[O:42][CH2:2][C:3]([CH2:5][O:55][C:54]1[C:12]([CH3:13])=[CH:11][CH:10]=[CH:9][C:8]=1[CH3:7])=[O:4].[CH2:7]([O:14][C:15]([NH:17][C@H:18]([C:26]([NH:28][C@H:29]([C:31]([OH:33])=[O:32])[CH3:30])=[O:27])[CH2:19][C:20]1[CH:21]=[CH:22][CH:23]=[CH:24][CH:25]=1)=[O:16])[C:8]1[CH:9]=[CH:10][CH:11]=[CH:12][CH:13]=1 |f:0.1,3.4,7.8|. Reported procedure: N-Benzyloxycarbonyl-L-phenylalanyl-L-alanine bromomethyl ketone (50 mg, 0.11 mmol) and 2,6-dimethylphenol (14 mg) were dissolved in dry DMF (5 mL) and blanketed with argon gas. The solution was treated with potassium iodide on alumina (80 mg, KF-alumina, 2:3) and stirred overnight at room temperature. Ethyl acetate was added and the inorganic salts were removed by filtration. The organic filtrate was washed with saturated NaCl solution (4×25 mL), then dried over anhydrous sodium sulfate. The sol... Reactants: CONC(=O)C1=C(C=CC(=C1)F)N, CC1=NN(C=C1NC2=NC=C(C(=C2)I)C(F)(F)F)C. The reagents and catalysts are C(=O)([O-])[O-].[Cs+].[Cs+], CC1(C2=C(C(=CC=C2)P(C3=CC=CC=C3)C4=CC=CC=C4)OC5=C1C=CC=C5P(C6=CC=CC=C6)C7=CC=CC=C7)C, CC(=O)O.CC(=O)O.[Pd]. The solvent is C1COCCO1. Reaction conditions: temperature 90 celsius. Product: CC1=NN(C=C1NC2=NC=C(C(=C2)NC3=C(C=C(C=C3)F)C(=O)NOC)C(F)(F)F)C. Isolated yield 67.7%. Procedure: N-(1,3-dimethyl-1H-pyrazol-4-yl)-4-iodo-5-(trifluoromethyl)pyridin-2-amine (7.3 g, 19.10 mmol), 2-amino-5-fluoro-N-methoxybenzamide (5.28 g, 28.66 mmol), diacetoxypalladium (0.214 g, 0.96 mmol), (9,9-dimethyl-9H-xanthene-4,5-diyl)bis(diphenylphosphine) (1.105 g, 1.91 mmol) and cesium carbonate (12.45 g, 38.21 mmol) were suspended in 1,4-dioxane (76 ml). The reaction was degased, purged with nitrogen and heated to 90°C (internal temperature) overnight _._ Reaction was concentrated to dryness. Res... Reactants: NC1=NC=CC=C1 (2-aminopyridine), O1C2=C(C=C(CC1)C(=O)Cl)C=CC=C2 (2,3-Dihydro-benzo[b]oxepine-4-carbonylchloride). The solvent is O1CCCC1 (tetrahydrofurane). Yields the product N1=C(C=CC=C1)NC(=O)C1=CC2=C(OCC1)C=CC=C2 (2,3-Dihydro-benzo[b]oxepine-4-carboxylic acid pyridin-2-ylamide). RXN SMILES: [NH2:1][C:2]1[CH:7]=[CH:6][CH:5]=[CH:4][N:3]=1.[O:8]1[CH2:14][CH2:13][C:12]([C:15](Cl)=[O:16])=[CH:11][C:10]2[CH:18]=[CH:19][CH:20]=[CH:21][C:9]1=2>O1CCCC1>[N:3]1[CH:4]=[CH:5][CH:6]=[CH:7][C:2]=1[NH:1][C:15]([C:12]1[CH2:13][CH2:14][O:8][C:9]2[CH:21]=[CH:20][CH:19]=[CH:18][C:10]=2[CH:11]=1)=[O:16]. Procedure: 10 ml of 2-aminopyridine were dissolved in 10 ml thetrahydrofurane. 2,3-Dihydro-benzo[b]oxepine-4-carbonylchloride (1.1 mmol) dissolved in 2 ml tetrahydrofurane were added dropwise. The reaction mixture was quenched by water and extracted with diethylether. The diethylether phase was washed by 1 mol/l sodiumhydroxide and dried over sodiumsulfate. Evaporation of the solvent yielded 230 mg of crude product which was purified by preparative HPLC (Chromolith prep. RP18, Solvent A water:acetonitrile ...